From a dataset of the Open Reaction Database (ORD), a public repository of structured organic reaction records. describe an organic reaction: reactants, conditions, products, and yield Reactants: ClC1=C(C=CC=C1)[Mg]I (2-chlorophenylmagnesium iodide), C(C)N(CCN1C(=O)C(=O)C2=C(C=C(C=C12)I)C(F)(F)F)CC (1-(2-diethylaminoethyl)-4-trifluoromethyl-6-iodoisatin). The solvent is CCOCC (ether), C(C)OCC (diethyl ether), C1(=CC=CC=C1)C (toluene). Run at time 20 minute. Yields the product C(C)N(CCN1C(C(C2=C(C=C(C=C12)I)C(F)(F)F)(C1=C(C=CC=C1)Cl)O)=O)CC (1-(2-Diethylaminoethyl)-4-trifluoromethyl-6-iodo-3-hydroxy-3-(2-chlorophenyl)oxindole). Yield: 56.0%. Reaction SMILES: [CH2:1]([N:3]([CH2:22][CH3:23])[CH2:4][CH2:5][N:6]1[C:16]2[C:11](=[C:12]([C:18]([F:21])([F:20])[F:19])[CH:13]=[C:14]([I:17])[CH:15]=2)[C:9](=[O:10])[C:7]1=[O:8])[CH3:2].[Cl:24][C:25]1[CH:30]=[CH:29][CH:28]=[CH:27][C:26]=1[Mg]I>C(OCC)C.C1(C)C=CC=CC=1>[CH2:22]([N:3]([CH2:1][CH3:2])[CH2:4][CH2:5][N:6]1[C:16]2[C:11](=[C:12]([C:18]([F:20])([F:21])[F:19])[CH:13]=[C:14]([I:17])[CH:15]=2)[C:9]([OH:10])([C:26]2[CH:27]=[CH:28][CH:29]=[CH:30][C:25]=2[Cl:24])[C:7]1=[O:8])[CH3:23]. Reported procedure: To a solution of 1-(2-diethylaminoethyl)-4-trifluoromethyl-6-iodoisatin (4 g, 9.09 mmol) in a mixture of diethyl ether (60 mL) and toluene (20 mL) was added dropwise a freshly prepared 0.67 N 2-chlorophenylmagnesium iodide in ether (15 mL, 10.1 mmol) over 20 min at room temperature. The mixture was stirred for 20 min at the same temperature and the reaction was quenched with aqueous NaHCO3. The mixture was extracted with ethyl acetate and the extracts were washed with sat. aqueous NaHCO3, dried ... The reactants are O=C(Cl)Cl, NN1CC(=O)NC1=O, C1CCOC1. Product: O=C(Cl)NN1CC(=O)NC1=O. As a reaction SMILES: [Cl:9][C:10]([Cl:11])=[O:12].[NH2:1][N:2]1[C:3](=[O:8])[NH:4][C:5](=[O:7])[CH2:6]1.[O:13]1[CH2:14][CH2:15][CH2:16][CH2:17]1>>[NH:1]([N:2]1[C:3](=[O:8])[NH:4][C:5](=[O:7])[CH2:6]1)[C:10]([Cl:9])=[O:12]. Reactants: C(C)(C)(C)OC(=O)N(C)[C@@H]1CC[C@H](CC1)C(=O)NC1=C(OC2=C1C=C(C=C2)C(=O)OC)C(=O)NC2=NC=C(C=C2)Cl (Trans-3-[4-(N-t-butoxycarbonyl-N-methylamino)-cyclohexylcarbonylamino]-5-methoxycarbonyl-N-(5-chloropyridin-2-yl)benzofuran-2-carboxamide), Cl (hydrogen chloride). The solvent is O1CCOCC1 (dioxane), C(C)OCC (diethyl ether), O1CCOCC1 (dioxane). Reaction conditions: time 48 hour. The product is Cl.COC(=O)C=1C=CC2=C(C(=C(O2)C(=O)NC2=NC=C(C=C2)Cl)NC(=O)[C@@H]2CC[C@H](CC2)NC)C1 (Trans-5-methoxycarbonyl-3-[4-(methylamino)-cyclohexylcarbonylamino]-N-(5-chloropyridin-2-yl)benzofuran-2-carboxamide hydrochloride). Yield: 196.1%. As a reaction SMILES: C(O[C:6]([N:8]([C@H:10]1[CH2:15][CH2:14][C@H:13]([C:16]([NH:18][C:19]2[C:23]3[CH:24]=[C:25]([C:28]([O:30][CH3:31])=[O:29])[CH:26]=[CH:27][C:22]=3[O:21][C:20]=2[C:32]([NH:34][C:35]2[CH:40]=[CH:39][C:38]([Cl:41])=[CH:37][N:36]=2)=[O:33])=[O:17])[CH2:12][CH2:11]1)C)=O)(C)(C)C.Cl>O1CCOCC1.C(OCC)C>[ClH:41].[CH3:31][O:30][C:28]([C:25]1[CH:26]=[CH:27][C:22]2[O:21][C:20]([C:32]([NH:34][C:35]3[CH:40]=[CH:39][C:38]([Cl:41])=[CH:37][N:36]=3)=[O:33])=[C:19]([NH:18][C:16]([C@H:13]3[CH2:12][CH2:11][C@H:10]([NH:8][CH3:6])[CH2:15][CH2:14]3)=[O:17])[C:23]=2[CH:24]=1)=[O:29] |f:4.5|. Reported procedure: Trans-3-[4-(N-t-butoxycarbonyl-N-methylamino)cyclohexylcarbonylamino]-5-methoxycarbonyl-N-(5-chloropyridin-2-yl)benzofuran-2-carboxamide (4.60 g) obtained in Example 202 is dissolved in dioxane (20 ml), and thereto is added 4N hydrogen chloride in dioxane (10 ml), and the mixture is stirred at room temperature for 48 hours. The reaction solution is diluted with diethyl ether, and the precipitates are collected by filtration, washed several times with diethyl ether and dried to give the title com... Yields the product Cl.ClC1=CC=C(C=C1)C[C@H](C(=O)N1CCN(CC1)C1=C(C=CC=C1)[N+](=O)[O-])NC(=O)[C@H]1NCC2=CC=CC=C2C1 (N-{(1R)-1-[(4-Chlorophenyl)methyl]-2-[4-(2-nitrophenyl)piperazinyl]-2-oxoethyl}((3S)(3-1,2,3,4-tetrahydroisoquinolyl))carboxamide hydrochloride). Solvent: CCOC(=O)C (EtOAc). The yield is 123.6%. Procedure: The titled compound was prepared from tert-butyl 3-(N-{(1R)-1-[(4-chlorophenyl)methyl]-2-[4-(2-nitrophenyl)piperazinyl]-2-oxoethyl}carbamoyl)(3S)-1,2,3,4-tetrahydroisoquinoline-2-carboxylate (120 mg, 0.18 mmol, Preparation VIII) by treatment with 5 mL of a satd soln of HCl in EtOAc. This was purified by preparative HPLC (TFA buffer) to give the title compound as white solid (65 mg). MS (ESI, pos. ion) m/z: 548 (M+H). Calc'd for C29H30ClN5O4: 547.20. RXN SMILES: [Cl:1][C:2]1[CH:7]=[CH:6][C:5]([CH2:8][C@@H:9]([NH:27][C:28]([C@@H:30]2[CH2:39][C:38]3[C:33](=[CH:34][CH:35]=[CH:36][CH:37]=3)[CH2:32][N:31]2C(OC(C)(C)C)=O)=[O:29])[C:10]([N:12]2[CH2:17][CH2:16][N:15]([C:18]3[CH:23]=[CH:22][CH:21]=[CH:20][C:19]=3[N+:24]([O-:26])=[O:25])[CH2:14][CH2:13]2)=[O:11])=[CH:4][CH:3]=1.Cl>CCOC(C)=O>[ClH:1].[Cl:1][C:2]1[CH:7]=[CH:6][C:5]([CH2:8][C@@H:9]([NH:27][C:28]([C@@H:30]2[CH2:39][C:38]3[C:33](=[CH:34][CH:35]=[CH:36][CH:37]=3)[CH2:32][NH:31]2)=[O:29])[C:10]([N:12]2[CH2:17][CH2:16][N:15]([C:18]3[CH:23]=[CH:22][CH:21]=[CH:20][C:19]=3[N+:24]([O-:26])=[O:25])[CH2:14][CH2:13]2)=[O:11])=[CH:4][CH:3]=1 |f:3.4|. Reactants: ClC1=CC=C(C=C1)C[C@H](C(=O)N1CCN(CC1)C1=C(C=CC=C1)[N+](=O)[O-])NC(=O)[C@H]1N(CC2=CC=CC=C2C1)C(=O)OC(C)(C)C (tert-butyl 3-(N-{(1R)-1-[(4-chlorophenyl)methyl]-2-[4-(2-nitrophenyl)piperazinyl]-2-oxoethyl}carbamoyl)(3S)-1,2,3,4-tetrahydroisoquinoline-2-carboxylate), Cl (HCl). Reactants: [Si](C1=CC=CC=C1)(C1=CC=CC=C1)(C(C)(C)C)OCCC1=C(N)C=CC=C1 (2-(2-(tert-butyldiphenylsilyloxy)ethyl)aniline), TEA, FC1=C(C(=O)O)C=CC=N1 (2-fluoronicotinic acid). The solvent is C(Cl)Cl (DCM), S(=O)(Cl)Cl (thionyl chloride). Reaction conditions: time 16 hour. Yields the product [Si](C1=CC=CC=C1)(C1=CC=CC=C1)(C(C)(C)C)OCCC1=C(C=CC=C1)NC(C1=C(N=CC=C1)F)=O (N-(2-(2-(tert-Butyldiphenylsilyloxy)ethyl)phenyl)-2-fluoronicotinamide). Isolated yield 76.1%. RXN SMILES: [F:1][C:2]1[N:10]=[CH:9][CH:8]=[CH:7][C:3]=1[C:4]([OH:6])=O.[Si:11]([O:28][CH2:29][CH2:30][C:31]1[CH:37]=[CH:36][CH:35]=[CH:34][C:32]=1[NH2:33])([C:24]([CH3:27])([CH3:26])[CH3:25])([C:18]1[CH:23]=[CH:22][CH:21]=[CH:20][CH:19]=1)[C:12]1[CH:17]=[CH:16][CH:15]=[CH:14][CH:13]=1>S(Cl)(Cl)=O.C(Cl)Cl>[Si:11]([O:28][CH2:29][CH2:30][C:31]1[CH:37]=[CH:36][CH:35]=[CH:34][C:32]=1[NH:33][C:4](=[O:6])[C:3]1[CH:7]=[CH:8][CH:9]=[N:10][C:2]=1[F:1])([C:24]([CH3:27])([CH3:25])[CH3:26])([C:18]1[CH:23]=[CH:22][CH:21]=[CH:20][CH:19]=1)[C:12]1[CH:13]=[CH:14][CH:15]=[CH:16][CH:17]=1. Procedure details: A mixture of 2-fluoronicotinic acid (Aldrich, 0.42 g, 2.9 mmol) in thionyl chloride (15 mL) was refluxed for two hours before being concentrated in vacuo to a residue which was used without further purification. The residue was dissolved in anhydrous DCM (5 mL) then added dropwise to a 0° C. solution of 2-(2-(tert-butyldiphenylsilyloxy)ethyl)aniline (1.10 g, 2.9 mmol) and TEA (0.43 mL, 3.1 mmol) in anhydrous DCM (15 mL). The reaction was then stirred at ambient temperature for 16 hours before be...